Dataset: the Open Reaction Database (ORD), a public repository of structured organic reaction records. Task: describe an organic reaction: reactants, conditions, products, and yield The reactants are ClC=1C=C(C2=C(N1)N(N=C2)C(C)C)C(=O)NCC=2C(NC(=CC2C)C)=O (6-chloro-N-[(4,6-dimethyl-2-oxo-1,2-dihydro-3-pyridinyl)methyl]-1-(1-methylethyl)-1H-pyrazolo[3,4-b]pyridine-4-carboxamide), CC1(C2=C(C(=CC=C2)P(C3=CC=CC=C3)C4=CC=CC=C4)OC5=C(C=CC=C51)P(C6=CC=CC=C6)C7=CC=CC=C7)C (Xantphos), NC1=CC2=C(NC(N2)=O)C=C1 (5-amino-1,3-dihydro-2H-benzimidazol-2-one), C([O-])([O-])=O.[Cs+].[Cs+] (cesium carbonate). Reagents/catalysts: C(C)(=O)[O-].[Pd+2].C(C)(=O)[O-] (palladium(II) acetate). Solvent: CN(C(C)=O)C (N,N-dimethylacetamide). Reaction conditions: time 8 hour. Yields the product CC1=C(C(NC(=C1)C)=O)CNC(=O)C=1C2=C(N=C(C1)NC1=CC3=C(NC(N3)=O)C=C1)N(N=C2)C(C)C (N-[(4,6-Dimethyl-2-oxo-1,2-dihydro-3-pyridinyl)methyl]-1-(1-methylethyl)-6-[(2-oxo-2,3-dihydro-1H-benzimidazol-5-yl)amino]-1H-pyrazolo[3,4-b]pyridine-4-carboxamide). RXN SMILES: Cl[C:2]1[CH:3]=[C:4]([C:14]([NH:16][CH2:17][C:18]2[C:19](=[O:26])[NH:20][C:21]([CH3:25])=[CH:22][C:23]=2[CH3:24])=[O:15])[C:5]2[CH:10]=[N:9][N:8]([CH:11]([CH3:13])[CH3:12])[C:6]=2[N:7]=1.[NH2:27][C:28]1[CH:37]=[CH:36][C:31]2[NH:32][C:33](=[O:35])[NH:34][C:30]=2[CH:29]=1.C(=O)([O-])[O-].[Cs+].[Cs+].CC1(C)C2C(=C(P(C3C=CC=CC=3)C3C=CC=CC=3)C=CC=2)OC2C(P(C3C=CC=CC=3)C3C=CC=CC=3)=CC=CC1=2>C([O-])(=O)C.[Pd+2].C([O-])(=O)C.CN(C)C(=O)C>[CH3:24][C:23]1[CH:22]=[C:21]([CH3:25])[NH:20][C:19](=[O:26])[C:18]=1[CH2:17][NH:16][C:14]([C:4]1[C:5]2[CH:10]=[N:9][N:8]([CH:11]([CH3:13])[CH3:12])[C:6]=2[N:7]=[C:2]([NH:27][C:28]2[CH:37]=[CH:36][C:31]3[NH:32][C:33](=[O:35])[NH:34][C:30]=3[CH:29]=2)[CH:3]=1)=[O:15] |f:2.3.4,6.7.8|. Reported procedure: The title compound was prepared in the same manner as described in example 74 using 6-chloro-N-[(4,6-dimethyl-2-oxo-1,2-dihydro-3-pyridinyl)methyl]-1-(1-methylethyl)-1H-pyrazolo[3,4-b]pyridine-4-carboxamide (70 mg, 0.187 mmol), 5-amino-1,3-dihydro-2H-benzimidazol-2-one (33.5 mg, 0.225 mmol), cesium carbonate (92 mg, 0.281 mmol), N,N-dimethylacetamide (DMA) (2 mL), palladium(II) acetate (2.52 mg, 0.011 mmol) and Xantphos (10.83 mg, 0.019 mmol) wherein the reaction temperature was 150° C. and reac... Starting materials: ClC(C(C)=O)CC1=CC=C(C=C1)[N+](=O)[O-] (3-chloro-4-(4-nitrophenyl)butan-2-one), C(=O)(O)CNC(=S)N (N-carboxymethylthiourea), C(C)O (ethanol). The product is CC=1N=C(SC1CC1=CC=C(C=C1)[N+](=O)[O-])NCC(=O)OCC (ethyl (4-methyl-5-(4-nitrobenzyl)thiazol-2-yl)aminoacetate). RXN SMILES: Cl[CH:2]([CH2:6][C:7]1[CH:12]=[CH:11][C:10]([N+:13]([O-:15])=[O:14])=[CH:9][CH:8]=1)[C:3](=O)[CH3:4].[C:16]([CH2:19][NH:20][C:21]([NH2:23])=[S:22])([OH:18])=[O:17].[CH2:24](O)[CH3:25]>>[CH3:4][C:3]1[N:23]=[C:21]([NH:20][CH2:19][C:16]([O:18][CH2:24][CH3:25])=[O:17])[S:22][C:2]=1[CH2:6][C:7]1[CH:12]=[CH:11][C:10]([N+:13]([O-:15])=[O:14])=[CH:9][CH:8]=1. Reported procedure: 7.6 g of 3-chloro-4-(4-nitrophenyl)butan-2-one and 4.5 g of N-carboxymethylthiourea (NH2CSNHCH2COOH) are dissolved in 100 ml of ethanol and refluxed for 12 hours. The reaction medium is concentrated and the residue is recrystallized from isopropanol to give 9.5 g of ethyl (4-methyl-5-(4-nitrobenzyl)thiazol-2-yl)aminoacetate. The reactants are C1(C=2C(C(N1OC/C=C/C(=O)OC(C)(C)C)=O)=CC=CC2)=O (tert-butyl 4-phthalimidooxycrotonate), O.NN (hydrazine monohydrate). Solvent: C(Cl)Cl (methylene chloride), CO (methanol). Reaction conditions: time 15 minute. Product: NOC/C=C/C(=O)OC(C)(C)C (tertbutyl 4-aminooxycrotonate). The yield is 96.6%. Reaction SMILES: C1(=O)[N:5]([O:6][CH2:7]/[CH:8]=[CH:9]/[C:10]([O:12][C:13]([CH3:16])([CH3:15])[CH3:14])=[O:11])C(=O)C2=CC=CC=C12.O.NN>C(Cl)Cl.CO>[NH2:5][O:6][CH2:7]/[CH:8]=[CH:9]/[C:10]([O:12][C:13]([CH3:16])([CH3:15])[CH3:14])=[O:11] |f:1.2|. Procedure details: To a solution of tert-butyl 4-phthalimidooxycrotonate (20.0 g) in methylene chloride (140 ml) was added a solution of hydrazine monohydrate (5.0 g) in methanol (10 ml) with stirring, and the stirring was continued at ambient temperature for 15 minutes. The insoluble substance was collected by filtration and washed with methylene chloride. The washings and the filtrate were combined and then extracted three times with 5% hydrochloric acid. After the combined extracts were washed with diethyl ethe... Starting materials: N1CCCCC1 (piperidine), ClCC(CC(=O)O)=O (4-chloroacetoacetic acid), C(C)=O (acetaldehyde). The solvent is C(C)(=O)OCC (ethyl acetate). Yields the product C(C)OC(C(C(CCl)=O)=CC)=O (2-Ethylidene-3-oxo-4-chlorobutyric acid ethyl ester). Reaction SMILES: N1CCC[CH2:3][CH2:2]1.[Cl:7][CH2:8][C:9](=[O:14])[CH2:10][C:11]([OH:13])=[O:12].[CH:15](=O)[CH3:16]>C(OCC)(=O)C>[CH2:2]([O:12][C:11](=[O:13])[C:10](=[CH:15][CH3:16])[C:9](=[O:14])[CH2:8][Cl:7])[CH3:3]. Procedure: 1 g of piperidine were dropped into a stirred mixture of 82 g of 4-chloroacetoacetic acid and 24 g of acetaldehyde at -20°. After stirring the mixture at -10° to -20° for 7 hours 100 ml of ethyl acetate were added and the solution was subsequently extracted three times with ice-cold 1 n hydrochloric acid and with water. The organic phase was dried over magnesium sulphate and concentrated. The oil which remained was subjected to Kugelrohr-distillation under a high vacuum. The reactants are [Mg] (magnesium), NC1=C(C=C(C=C1)Cl)C(C(F)(F)F)=O (1-(2-amino-5-chlorophenyl)-2,2,2-trifluoroethanone), BrCCC=C (4-bromo-1-butene). The solvent is CCOC(=O)C (EtOAc), C(CC(O)(C(=O)O)CC(=O)O)(=O)O (citric acid), C1CCOC1 (THF), C1CCOC1 (THF). Run at temperature 0 celsius, time 30 minute. Yields the product NC1=C(C=C(C=C1)Cl)C(C(F)(F)F)(CCC=C)O ((+/-) 2-(2-amino-5-chlorophenyl)-1,1,1-trifluoro-5-hexen-2-ol). The yield is 76.8%. RXN SMILES: [Mg].Br[CH2:3][CH2:4][CH:5]=[CH2:6].[NH2:7][C:8]1[CH:13]=[CH:12][C:11]([Cl:14])=[CH:10][C:9]=1[C:15](=[O:20])[C:16]([F:19])([F:18])[F:17]>C1COCC1.CCOC(C)=O.C(O)(=O)CC(CC(O)=O)(C(O)=O)O>[NH2:7][C:8]1[CH:13]=[CH:12][C:11]([Cl:14])=[CH:10][C:9]=1[C:15]([OH:20])([CH2:6][CH2:5][CH:4]=[CH2:3])[C:16]([F:19])([F:17])[F:18]. Procedure: To a 300 mL oven dried 3 necked, round bottomed flask with a stirring bar, argon inlet, addition funnel and a reflux condenser was added magnesium (turnings, 3.03 g, 125 mmol) and dry THF (75 mL). To this well stirred mixture was added 4-bromo-1-butene (12.0 mL, 118.21 mmol) at such a rate as to maintain a gentle reflux. When the addition was complete, the mixture was aged 30 min then cooled to 0° C. in an ice bath. To this well stirred solution was added a solution of 1-(2-amino-5-chlorophenyl)... Starting materials: CCOC(C)=O, CCC(C)N=C=S, Nc1cc(Cl)ccc1S(N)(=O)=O. The product is CCC(C)NC1=NS(=O)(=O)c2ccc(Cl)cc2N1. RXN SMILES: [CH3:20][CH2:21][O:22][C:23](=[O:24])[CH3:25].[CH:13]([CH3:14])([CH2:15][CH3:16])[N:17]=[C:18]=[S:19].[NH2:1][c:2]1[c:3]([S:9](=[O:10])(=[O:11])[NH2:12])[cH:4][cH:5][c:6]([Cl:8])[cH:7]1>>[NH:1]1[c:2]2[c:3]([cH:4][cH:5][c:6]([Cl:8])[cH:7]2)[S:9](=[O:10])(=[O:11])[N:12]=[C:18]1[NH:17][CH:13]([CH3:14])[CH2:15][CH3:16]. Reactants: ClC=1C2=C(N=CN1)C=CN2 (4-chloro-5H-pyrrolo[3,2-d]pyrimidine), [H-].[Na+] (NaH), 0C, CI (methyl iodide). Run in CN(C)C=O (DMF), CCOC(=O)C (AcOEt). Conditions: time 1 hour. The product is ClC=1C2=C(N=CN1)C=CN2C (4-Chloro-5-methyl-5H-pyrrolo[3,2-d]pyrimidine). Isolated yield 92.0%. As a reaction SMILES: [Cl:1][C:2]1[C:3]2[NH:10][CH:9]=[CH:8][C:4]=2[N:5]=[CH:6][N:7]=1.[H-].[Na+].[CH3:13]I>CN(C=O)C.CCOC(C)=O>[Cl:1][C:2]1[C:3]2[N:10]([CH3:13])[CH:9]=[CH:8][C:4]=2[N:5]=[CH:6][N:7]=1 |f:1.2|. Procedure details: To a stirred solution of 4-chloro-5H-pyrrolo[3,2-d]pyrimidine (27) (J. Org. Chem., 2001, 66, 17, 5723-5730) (643 mg, 4.15 mmol) in DMF (41 mL) was added NaH (60% in mineral oil, 330 mg, 8.3 mmol) in one portion at 0C and the mixture was stirred for 1 h followed by addition of methyl iodide (0.28 mL, 4.5 mmol). The reaction mixture was allowed to warm up to the room temperature, stirred for an additional hour and quenched with AcOH (1 mL) to form a suspension which was stirred for 10 min and conc... Reactants: C(CCCCCCCCCCC)NC(C(F)(F)F)=O (dodecyl-trifluoroacetamide), ( 20H ), ( 2H ), carbonyl, Cl (HCl), ( 2H ), ( 3H ). Run in C1CCOC1 (THF), C1CCOC1 (THF). The product is C(CCCCCCCCCCC)NCC(F)(F)F (N-Dodecyl-2,2,2-trifluoroethylamine). Isolated yield 38.0%. As a reaction SMILES: [CH2:1]([NH:13][C:14](=O)[C:15]([F:18])([F:17])[F:16])[CH2:2][CH2:3][CH2:4][CH2:5][CH2:6][CH2:7][CH2:8][CH2:9][CH2:10][CH2:11][CH3:12].Cl>C1COCC1>[CH2:1]([NH:13][CH2:14][C:15]([F:16])([F:17])[F:18])[CH2:2][CH2:3][CH2:4][CH2:5][CH2:6][CH2:7][CH2:8][CH2:9][CH2:10][CH2:11][CH3:12]. Procedure details: A solution of 8 ml. BH3 in THF (8 mM) is added dropwise to a solution of 1.12 g. (4 mM) dodecyl-trifluoroacetamide in 6 ml. THF at 0° C. under N2. The mixture is refluxed 16 hours, cooled in ice, and 6 ml. concentrated HCl added slowly. The THF is distilled off at atmosphere pressure, the mixture cooled in ice, and solid NaOH added slowly with cooling until alkaline to pH paper. The aqueous solution is then extracted three times with hexane. The combined organic layers are washed with water, dri... Starting materials: ClC(Cl)Cl, O=C(OO)c1cccc(Cl)c1, Nc1cccc(CSc2nc3ccccc3[nH]2)n1. Product: Nc1cccc(CS(=O)c2nc3ccccc3[nH]2)n1. As a reaction SMILES: [CH:30]([Cl:31])([Cl:32])[Cl:33].[Cl:19][c:20]1[cH:21][cH:22][cH:23][c:24]([C:25]([O:26][OH:28])=[O:27])[cH:29]1.[nH:1]1[c:2]([S:10][CH2:11][c:12]2[cH:13][cH:14][cH:15][c:16]([NH2:18])[n:17]2)[n:3][c:4]2[c:5]1[cH:6][cH:7][cH:8][cH:9]2>>[nH:1]1[c:2]([S:10]([CH2:11][c:12]2[cH:13][cH:14][cH:15][c:16]([NH2:18])[n:17]2)=[O:27])[n:3][c:4]2[c:5]1[cH:6][cH:7][cH:8][cH:9]2. Reactants: N(CCO)CCO (diethanolamine), C1CCCCCCCC(=O)OCCCCCCC1 (cyclohexadecanolide). Reagents/catalysts: C[O-].[Na+] (sodium methoxide). Run in O (water). Run at temperature 80 celsius, time 18 hour. Product: OCCN(C(CCCCCCCCCCCCCCCO)=O)CCO (N,N-bis(2-hydroxyethyl)-16-hydroxyhexadecanamide). Yield: 82.0%. Reaction SMILES: [NH:1]([CH2:5][CH2:6][OH:7])[CH2:2][CH2:3][OH:4].[CH2:8]1[CH2:25][CH2:24][CH2:23][CH2:22][CH2:21][CH2:20][CH2:19][O:18][C:16](=[O:17])[CH2:15][CH2:14][CH2:13][CH2:12][CH2:11][CH2:10][CH2:9]1>C[O-].[Na+].O>[OH:4][CH2:3][CH2:2][N:1]([CH2:5][CH2:6][OH:7])[C:16](=[O:17])[CH2:15][CH2:14][CH2:13][CH2:12][CH2:11][CH2:10][CH2:9][CH2:8][CH2:25][CH2:24][CH2:23][CH2:22][CH2:21][CH2:20][CH2:19][OH:18] |f:2.3|. Reported procedure: A 200-ml flask equipped with a stirrer was charged with 16.6 g (158 mmol) of diethanolamine and 20.1 g (79 mmol) of cyclohexadecanolide, to which 0.21 g (3.9 mmol) of sodium methoxide was added. The contents were stirred at 80° C. for 18 hours. After completion of the reaction, water was added, and solids deposited were collected by filtration and recrystallized from methanol, thereby obtaining 23.3 g (yield: 82%) of N,N-bis(2-hydroxyethyl)-16-hydroxyhexadecanamide.